This data is from the Open Reaction Database (ORD), a public repository of structured organic reaction records. The task is: describe an organic reaction: reactants, conditions, products, and yield Reactants: C(C1=CC=CC=C1)OC(=O)NCCC(=O)O (N-[(benzyloxy)carbonyl]-β-alanine), Cl.CN (methylamine hydrochloride), O.ON1N=NC2=C1C=CC=C2 (1-hydroxybenzotriazole hydrate), Cl.CN(CCCN=C=NCC)C (1-(3-dimethylaminopropyl)-3-ethylcarbodiimide hydrochloride), CN1CCOCC1 (N-methylmorpholine). Run in ClCCl (dichioromethane). Run at time 18 hour. Product: CNC(CCNC(OCC1=CC=CC=C1)=O)=O (Benzyl 3-(methylamino)-3-oxopropylcarbamate). Reaction SMILES: [CH2:1]([O:8][C:9]([NH:11][CH2:12][CH2:13][C:14]([OH:16])=O)=[O:10])[C:2]1[CH:7]=[CH:6][CH:5]=[CH:4][CH:3]=1.Cl.CN.O.O[N:22]1[C:26]2C=CC=CC=2N=N1.Cl.CN(C)CCCN=C=NCC.CN1CCOCC1>ClCCl>[CH3:26][NH:22][C:14](=[O:16])[CH2:13][CH2:12][NH:11][C:9](=[O:10])[O:8][CH2:1][C:2]1[CH:7]=[CH:6][CH:5]=[CH:4][CH:3]=1 |f:1.2,3.4,5.6|. Procedure details: A mixture of N-[(benzyloxy)carbonyl]-β-alanine (10 g, 44.8 mmol), methylamine hydrochloride (3.33 g, 49.28 mmol), 1-hydroxybenzotriazole hydrate (6.05 g, 44.8 mmol), 1-(3-dimethylaminopropyl)-3-ethylcarbodiimide hydrochloride (10.3 g, 53.76 mmol) and N-methylmorpholine (11.33 ml, 103 mmol) in dichioromethane (200 ml) was stirred at room temperature for 18 hours. The resulting precipitate was filtered off to give the desired product as a colourless foam, and the filtrate evaporated under reduced ...